Dataset: the Open Reaction Database (ORD), a public repository of structured organic reaction records. Task: describe an organic reaction: reactants, conditions, products, and yield Reactants: CN(C)C=O, CCOC(C)=O, ClCCBr, O=C1NC=COc2ccc(Cl)cc21, [H-], [Na+], O. The product is O=C1c2cc(Cl)ccc2OC=CN1CCCl. As a reaction SMILES: [CH3:21][N:22]([CH3:23])[CH:24]=[O:25].[CH3:26][CH2:27][O:28][C:29](=[O:30])[CH3:31].[Cl:16][CH2:17][CH2:18][Br:19].[Cl:1][c:2]1[cH:3][cH:4][c:5]2[c:6]([cH:13]1)[C:7](=[O:12])[NH:8][CH:9]=[CH:10][O:11]2.[H-:14].[Na+:15].[OH2:20]>>[Cl:1][c:2]1[cH:3][cH:4][c:5]2[c:6]([cH:13]1)[C:7](=[O:12])[N:8]([CH2:18][CH2:17][Cl:16])[CH:9]=[CH:10][O:11]2. The reactants are C(C)NC(NC1=CC=C(C=C1)C=1N=C(C2=C(N1)CN(CC2)C(=O)OC(C)(C)C)N2[C@H](COCC2)C)=O ((S)-tert-butyl 2-(4-(3-ethylureido)phenyl)-4-(3-methylmorpholino)-5,6-dihydropyrido[3,4-d]pyrimidine-7(8H)-carboxylate), C1(CC1)NC(=O)NC1=CC=C(C=C1)B1OC(C(O1)(C)C)(C)C (1-cyclopropyl-3-(4-(4,4,5,5-tetramethyl-1,3,2-dioxaborolan-2-yl)phenyl)urea), ClC=1N=C(C2=C(N1)CN(CC2)C(=O)OC(C)(C)C)N2[C@H](COCC2)C ((S)-tert-butyl 2-chloro-4-(3-methylmorpholino)-5,6-dihydropyrido[3,4-d]pyrimidine-7(8H)-carboxylate). The product is C1(CC1)NC(=O)NC1=CC=C(C=C1)C=1N=C(C2=C(N1)CNCC2)N2[C@H](COCC2)C ((S)-1-cyclopropyl-3-(4-(4-(3-methylmorpholino)-5,6,7,8-tetrahydropyrido[3,4-d]pyrimidin-2-yl)phenyl)urea). RXN SMILES: C([NH:3][C:4](=[O:36])[NH:5][C:6]1[CH:11]=[CH:10][C:9]([C:12]2[N:13]=[C:14]([N:29]3[CH2:34][CH2:33][O:32][CH2:31][C@@H:30]3[CH3:35])[C:15]3[CH2:21][CH2:20][N:19](C(OC(C)(C)C)=O)[CH2:18][C:16]=3[N:17]=2)=[CH:8][CH:7]=1)C.[CH:37]1(NC(NC2C=CC(B3OC(C)(C)C(C)(C)O3)=CC=2)=O)[CH2:39][CH2:38]1.ClC1N=C(N2CCOC[C@@H]2C)C2CCN(C(OC(C)(C)C)=O)CC=2N=1>>[CH:37]1([NH:3][C:4]([NH:5][C:6]2[CH:7]=[CH:8][C:9]([C:12]3[N:13]=[C:14]([N:29]4[CH2:34][CH2:33][O:32][CH2:31][C@@H:30]4[CH3:35])[C:15]4[CH2:21][CH2:20][NH:19][CH2:18][C:16]=4[N:17]=3)=[CH:10][CH:11]=2)=[O:36])[CH2:39][CH2:38]1. Procedure: Method as described for intermediate 5 using 1-cyclopropyl-3-(4-(4,4,5,5-tetramethyl-1,3,2-dioxaborolan-2-yl)phenyl)urea and intermediate 4 as starting materials. Followed by method as described for example 3 step 2. Reactants: 15, N1=CC=CC2=CN=CC=C12 (1,6-naphthyridine), S(=O)(=O)(OCCCC=C)C1=CC=C(C)C=C1 (4-pentenyl tosylate), [BH4-].[Na+] (sodium borohydride). The solvent is CO (methanol), O (water). Run at temperature 80 celsius, time 8 hour. Product: C(CCC=C)N1CC=2C=CC=NC2CC1 (5,6,7,8-tetrahydro-6-(4-pentenyl)-1,6-naphthyridine). As a reaction SMILES: [N:1]1[C:10]2[C:5](=[CH:6][N:7]=[CH:8][CH:9]=2)[CH:4]=[CH:3][CH:2]=1.S(C1C=CC(C)=CC=1)(O[CH2:15][CH2:16][CH2:17][CH:18]=[CH2:19])(=O)=O.[BH4-].[Na+]>CO.O>[CH2:19]([N:7]1[CH2:8][CH2:9][C:10]2[N:1]=[CH:2][CH:3]=[CH:4][C:5]=2[CH2:6]1)[CH2:18][CH2:17][CH:16]=[CH2:15] |f:2.3|. Procedure details: A mixture of 1,6-naphthyridine (6.5 g, 0.05 mol) and 4-pentenyl tosylate was heated at 80° C. for 6 hours. The reaction mixture was dissolved in methanol (300 ml) and water (100 ml). To the mixture, sodium borohydride (9.5 g, 0.25 mol) was added portionwise over the internal temperature range 0° to 20° C. After stirring overnight at room temperature, the reaction mixture was evaporated in vacuo, water added and extracted with ether. The organic layer was dried over anhydrous potassium carbonate ... The product is NC([C@@H]1CC[C@H](CC1)C(=O)OCC)C=1SC(=CN1)Br (trans-ethyl 4-(amino(5-bromothiazol-2-yl)methyl)cyclohexanecarboxylate). Conditions: temperature 80 celsius. The solvent is CCOC(=O)C (EtOAc), CO (methanol). Reactants: BrC1=CN=C(S1)C(=O)[C@@H]1CC[C@H](CC1)C(=O)OCC (trans-Ethyl 4-(5-bromothiazole-2-carbonyl)cyclohexanecarboxylate), C1CCOC1 (THF), C(#N)[BH3-].[Na+] (sodium cyanoborohydride), C(C)(=O)[O-].[NH4+] (ammonium acetate). Reaction SMILES: [Br:1][C:2]1[S:6][C:5]([C:7]([C@H:9]2[CH2:14][CH2:13][C@H:12]([C:15]([O:17][CH2:18][CH3:19])=[O:16])[CH2:11][CH2:10]2)=O)=[N:4][CH:3]=1.C([BH3-])#[N:21].[Na+].C([O-])(=O)C.[NH4+].C1COCC1>CCOC(C)=O.CO>[NH2:21][CH:7]([C:5]1[S:6][C:2]([Br:1])=[CH:3][N:4]=1)[C@H:9]1[CH2:14][CH2:13][C@H:12]([C:15]([O:17][CH2:18][CH3:19])=[O:16])[CH2:11][CH2:10]1 |f:1.2,3.4|. Procedure details: trans-Ethyl 4-(5-bromothiazole-2-carbonyl)cyclohexanecarboxylate (150 mg, 0.433 mmol), sodium cyanoborohydride (63 mg, 1.00 mmol), ammonium acetate (83 mg, 1.08 mmol), THF (0.6 mL), and methanol (1.8 mL) were combined in a sealed vial and heated to a temperature of 80° C. for 16 hours. The mixture was cooled to 23° C. and subsequently transferred to a separatory funnel containing EtOAc. The organic layer was washed with saturated aqueous sodium bicarbonate, dried over sodium sulfate, filtered an...